This data is from the Open Reaction Database (ORD), a public repository of structured organic reaction records. The task is: describe an organic reaction: reactants, conditions, products, and yield The reactants are Cn1nc(Cl)cc(Br)c1=O, O=C([O-])[O-], [Cs+], [Cs+], CC1(O)CCN(c2ccc(N)nc2)CC1, C1COCCO1, O=C(C=Cc1ccccc1)C=Cc1ccccc1, O=C(C=Cc1ccccc1)C=Cc1ccccc1, O=C(C=Cc1ccccc1)C=Cc1ccccc1, [Pd], [Pd]. Yields the product Cn1nc(Cl)cc(Nc2ccc(N3CCC(C)(O)CC3)cn2)c1=O. Reaction SMILES: [Br:1][c:2]1[c:3](=[O:10])[n:4]([CH3:9])[n:5][c:6]([Cl:8])[cH:7]1.[C:26](=[O:27])([O-:28])[O-:29].[Cs+:30].[Cs+:31].[NH2:11][c:12]1[cH:13][cH:14][c:15]([N:18]2[CH2:19][CH2:20][C:21]([OH:24])([CH3:25])[CH2:22][CH2:23]2)[cH:16][n:17]1.[O:32]1[CH2:33][CH2:34][O:35][CH2:36][CH2:37]1.[O:40]=[C:41]([CH:42]=[CH:43][c:44]1[cH:45][cH:46][cH:47][cH:48][cH:49]1)[CH:50]=[CH:51][c:52]1[cH:53][cH:54][cH:55][cH:56][cH:57]1.[O:58]=[C:59]([CH:60]=[CH:61][c:62]1[cH:63][cH:64][cH:65][cH:66][cH:67]1)[CH:68]=[CH:69][c:70]1[cH:71][cH:72][cH:73][cH:74][cH:75]1.[O:76]=[C:77]([CH:78]=[CH:79][c:80]1[cH:81][cH:82][cH:83][cH:84][cH:85]1)[CH:86]=[CH:87][c:88]1[cH:89][cH:90][cH:91][cH:92][cH:93]1.[Pd:38].[Pd:39]>>[c:2]1([NH:11][c:12]2[cH:13][cH:14][c:15]([N:18]3[CH2:19][CH2:20][C:21]([OH:24])([CH3:25])[CH2:22][CH2:23]3)[cH:16][n:17]2)[c:3](=[O:10])[n:4]([CH3:9])[n:5][c:6]([Cl:8])[cH:7]1. The reactants are CC1=C(C=CC(=N1)C#N)C1=C2C=NNC2=CC(=C1)C(F)(F)F (6-Methyl-5-(6-(trifluoromethyl)-1H-indazol-4-yl)picolinonitrile), C(=O)(O)[O-].[Na+] (NaHCO3). Run in C(C)(=O)O (acetic acid), OS(=O)(=O)O (H2SO4). Yields the product CC1=C(C=CC(=N1)C(=O)N)C1=C2C=NNC2=CC(=C1)C(F)(F)F (6-methyl-5-(6-(trifluoromethyl)-1H-indazol-4-yl)picolinamide). Yield: 34.0%. As a reaction SMILES: [CH3:1][C:2]1[N:7]=[C:6]([C:8]#[N:9])[CH:5]=[CH:4][C:3]=1[C:10]1[CH:18]=[C:17]([C:19]([F:22])([F:21])[F:20])[CH:16]=[C:15]2[C:11]=1[CH:12]=[N:13][NH:14]2.C([O-])(O)=[O:24].[Na+]>C(O)(=O)C.OS(O)(=O)=O>[CH3:1][C:2]1[N:7]=[C:6]([C:8]([NH2:9])=[O:24])[CH:5]=[CH:4][C:3]=1[C:10]1[CH:18]=[C:17]([C:19]([F:22])([F:20])[F:21])[CH:16]=[C:15]2[C:11]=1[CH:12]=[N:13][NH:14]2 |f:1.2|. Procedure: 6-Methyl-5-(6-(trifluoromethyl)-1H-indazol-4-yl)picolinonitrile (0.02 g, 0.066 mmol) in acetic acid (2 mL) and H2SO4 (2 mL) was stirred at room temperature for 18 hours. The reaction mixture was subsequently poured into a conical flask containing ice and was carefully neutralized with NaHCO3 and extracted into DCM. The organic layer was dried over Na2SO4 and concentrated in vacuo. The residue was purified by preparative HPLC (Waters SunFire C18, 5 μm, 30 mm ID×75 mm column) eluting with a gradie... Yield: 65.8%. The reactants are [OH-].[Na+] (sodium hydroxide), CN1C(C2=CCCCC2(CC1=O)C1=CC=CC=C1)=O (N-methyl-4a-phenyl-1,3-diketo-1,2,3,4,4a,5,6,7-octahydroisoquinoline), ClC1=CC(=CC=C1)C(=O)OO (m-chloroperbenzoic acid). Yields the product CN1C(C23C(CCCC2(CC1=O)C1=CC=CC=C1)O3)=O (N-Methyl-4a-phenyl-1,3-diketo-8,8a-epoxydecahydroisoquinoline). The solvent is C(Cl)(Cl)Cl (chloroform), C(Cl)(Cl)Cl (chloroform). Procedure details: A solution of 1.0 g (3.92 mmoles) of N-methyl-4a-phenyl-1,3-diketo-1,2,3,4,4a,5,6,7-octahydroisoquinoline in 10 ml of chloroform was treated with a solution of 746 mg of 85% m-chloroperbenzoic acid in 12 ml of chloroform. The reaction mixture was refluxed for 36 hours, after which it was poured into 5 N sodium hydroxide. The aqueous phase was extracted twice with chloroform and the combined organic layers were washed well with water, then brine. Drying with sodium sulfate and evaporation of the ... RXN SMILES: [CH3:1][N:2]1[C:11](=[O:12])[CH2:10][C:9]2([C:13]3[CH:18]=[CH:17][CH:16]=[CH:15][CH:14]=3)[C:4](=[CH:5][CH2:6][CH2:7][CH2:8]2)[C:3]1=[O:19].ClC1C=CC=C(C(OO)=[O:28])C=1.[OH-].[Na+]>C(Cl)(Cl)Cl>[CH3:1][N:2]1[C:11](=[O:12])[CH2:10][C:9]2([C:13]3[CH:18]=[CH:17][CH:16]=[CH:15][CH:14]=3)[C:4]3([O:28][CH:5]3[CH2:6][CH2:7][CH2:8]2)[C:3]1=[O:19] |f:2.3|. Reactants: [Li]CCCC, C#CCO, CCCCCC, O=C1Nc2cccnc2N(C(=O)Cl)c2ccccc21, C1CCOC1. Product: C#CCOC(=O)N1c2ccccc2C(=O)Nc2cccnc21. RXN SMILES: [CH2:1]([Li:2])[CH2:3][CH2:4][CH3:5].[CH2:6]([C:7]#[CH:8])[OH:9].[CH3:29][CH2:30][CH2:31][CH2:32][CH2:33][CH3:34].[Cl:10][C:11](=[O:12])[N:13]1[c:14]2[c:15]([cH:25][cH:26][cH:27][n:28]2)[NH:16][C:17](=[O:24])[c:18]2[c:19]1[cH:20][cH:21][cH:22][cH:23]2.[O:35]1[CH2:36][CH2:37][CH2:38][CH2:39]1>>[CH2:6]([C:7]#[CH:8])[O:9][C:11](=[O:12])[N:13]1[c:14]2[c:15]([cH:25][cH:26][cH:27][n:28]2)[NH:16][C:17](=[O:24])[c:18]2[c:19]1[cH:20][cH:21][cH:22][cH:23]2. The product is ClC1=CC=CC2=C1SC(=C2)C2=CC=CC(=N2)CN(C(OC(C)(C)C)=O)CCOC (tert-Butyl (6-(7-chlorobenzo[b]thiophen-2-yl)pyridin-2-yl)methyl(2-methoxyethyl)carbamate). RXN SMILES: [Cl:1][C:2]1[CH:7]=[CH:6]N=[C:4]2[CH:8]=[CH:9][S:10][C:3]=12.[CH3:11]CCCCC.[Li]CCCC.Br[C:23]1[N:28]=[C:27]([CH2:29][N:30]([CH2:38][CH2:39][O:40][CH3:41])[C:31](=[O:37])[O:32][C:33]([CH3:36])([CH3:35])[CH3:34])[CH:26]=[CH:25][CH:24]=1>C1COCC1.[Cl-].[Cl-].[Zn+2].C1C=CC([P]([Pd]([P](C2C=CC=CC=2)(C2C=CC=CC=2)C2C=CC=CC=2)([P](C2C=CC=CC=2)(C2C=CC=CC=2)C2C=CC=CC=2)[P](C2C=CC=CC=2)(C2C=CC=CC=2)C2C=CC=CC=2)(C2C=CC=CC=2)C2C=CC=CC=2)=CC=1.CCOCC>[Cl:1][C:2]1[C:3]2[S:10][C:9]([C:23]3[N:28]=[C:27]([CH2:29][N:30]([CH2:38][CH2:39][O:40][CH3:41])[C:31](=[O:37])[O:32][C:33]([CH3:36])([CH3:35])[CH3:34])[CH:26]=[CH:25][CH:24]=3)=[CH:8][C:4]=2[CH:11]=[CH:6][CH:7]=1 |f:5.6.7,^1:53,55,74,93|. Reagents/catalysts: [Cl-].[Cl-].[Zn+2] (ZnCl2), C=1C=CC(=CC1)[P](C=2C=CC=CC2)(C=3C=CC=CC3)[Pd]([P](C=4C=CC=CC4)(C=5C=CC=CC5)C=6C=CC=CC6)([P](C=7C=CC=CC7)(C=8C=CC=CC8)C=9C=CC=CC9)[P](C=1C=CC=CC1)(C=1C=CC=CC1)C=1C=CC=CC1 (Pd(PPh3)4). Starting materials: ClC1=C2C(=NC=C1)C=CS2 (7-Chlorothieno[3,2-b]pyridine), CCCCCC (hexane), [Li]CCCC (n-BuLi), BrC1=CC=CC(=N1)CN(C(OC(C)(C)C)=O)CCOC (tert-Butyl (6-bromopyridin-2-yl)methyl(2-methoxyethyl)carbamate). The solvent is CCOCC (ether), C1CCOC1 (THF). Conditions: time 45 minute. Yield: 50.0%. Procedure: A solution of 7-chlorothieno[3,2-b]pyridine (6) (4.49 g, 26.6 mmol) in THF (20 ml) was treated with 2.5 M hexane solution of n-BuLi (11.1 mL, 27.9 mmol) at −78° C. and allowed to stir at the same temperature for 45 min. The reaction mixture was then treated with 1M ether solution of ZnCl2 (28 mL, 28 mmol) and stirred at room temperature for an additional 1 h. The reaction mixture was then treated with 56 (2.3 g, 6.7 mmol) and Pd(PPh3)4 and was heated to reflux for 2 hrs. It was quenched with sat... The reactants are [H-].[Na+] (sodium hydride), FC1=C(C=CC(=C1)F)C(CN1N=CN=C1)(C(C(C)OS(=O)(=O)C)(C)C)O (2-(2,4-difluorophenyl)-3,3-dimethyl-4-(methanesulfonyloxy)-1-(1H-1,2,4-triazol-1-yl)-2-pentanol), CO (methanol). Run in O (water), O1CCCC1 (tetrahydrofuran). Run at time 10 minute. Yields the product FC1=C(C=CC(=C1)F)C1(OC(C1(C)C)C)CN1N=CN=C1 (2-(2,4-Difluorophenyl)-2-[(1H-1,2,4-triazol-1-yl)-methyl]-3,3,4-trimethyloxetane). As a reaction SMILES: [H-].[Na+].[F:3][C:4]1[CH:9]=[C:8]([F:10])[CH:7]=[CH:6][C:5]=1[C:11]([OH:28])([C:18]([CH3:27])([CH3:26])[CH:19](OS(C)(=O)=O)[CH3:20])[CH2:12][N:13]1[CH:17]=[N:16][CH:15]=[N:14]1.CO>O1CCCC1.O>[F:3][C:4]1[CH:9]=[C:8]([F:10])[CH:7]=[CH:6][C:5]=1[C:11]1([CH2:12][N:13]2[CH:17]=[N:16][CH:15]=[N:14]2)[C:18]([CH3:26])([CH3:27])[CH:19]([CH3:20])[O:28]1 |f:0.1|. Procedure: 10 mg of sodium hydride were added to a solution of 77 mg of this 2-(2,4-difluorophenyl)-3,3-dimethyl-4-(methanesulfonyloxy)-1-(1H-1,2,4-triazol-1-yl)-2-pentanol in 1.5 ml of tetrahydrofuran, whilst ice-cooling and stirring, after which 0.1 ml of methanol was added. After 10 minutes, the reaction mixture was diluted with water and extracted with ethyl acetate. The resulting crude product was purified by column chromatography through silica gel, using a 3:2 by volume mixture of ethyl acetate and ... The reactants are C(C1=CC=CC=C1)OC1=CC=C(C=C1)CCCCCCCS(=O)(=O)F (7-(4-Benzyloxy-phenyl)-heptanesulfonyl fluoride), B(F)(F)F.CCOCC (BF3.Et2O). Run in C(C)OCC (diethyl ether), O (water), C(C)(S)S (ethanedithiol). Conditions: time 1 hour. Product: OC1=CC=C(C=C1)CCCCCCCS(=O)(=O)F (7-(4-Hydroxy-phenyl)-heptanesulfonyl fluoride). The yield is 70.0%. Reaction SMILES: C([O:8][C:9]1[CH:14]=[CH:13][C:12]([CH2:15][CH2:16][CH2:17][CH2:18][CH2:19][CH2:20][CH2:21][S:22]([F:25])(=[O:24])=[O:23])=[CH:11][CH:10]=1)C1C=CC=CC=1.B(F)(F)F.CCOCC>C(S)(S)C.C(OCC)C.O>[OH:8][C:9]1[CH:10]=[CH:11][C:12]([CH2:15][CH2:16][CH2:17][CH2:18][CH2:19][CH2:20][CH2:21][S:22]([F:25])(=[O:24])=[O:23])=[CH:13][CH:14]=1 |f:1.2|. Procedure: To a solution of 13.1 (0.182 g, 0.5 mmol) in ethanedithiol (10 mL), at room temperature, under an argon atmosphere was added BF3.Et2O (0.282 g, 2.0 mmol). The reaction mixture was stirred at room temperature for 1 hour and then diluted with diethyl ether (20 mL) and water (10 mL). The organic layer was separated and the aqueous phase extracted with diethyl ether. The combined organic layer was washed with brine, dried over MgSO4 and concentrated under reduced pressure. The residue obtained was c... Starting materials: O1C(=CC2=C1C=CC=C2)C2CCC(C1=C2C=CO1)O (4,5,6,7-tetrahydro-4-(2-benzofuryl)-benzofuran-7-ol), monohydrate. The solvent is C1(=CC=CC=C1)C (toluene). Product: O1C(=CC2=C1C=CC=C2)C2=CCCC1=C2C=CO1 (6,7-dihydro-4-(2-benzofuryl)-benzofuran). The yield is 85.3%. RXN SMILES: [O:1]1[C:5]2[CH:6]=[CH:7][CH:8]=[CH:9][C:4]=2[CH:3]=[C:2]1[CH:10]1[C:15]2[CH:16]=[CH:17][O:18][C:14]=2[CH:13](O)[CH2:12][CH2:11]1>C1(C)C=CC=CC=1>[O:1]1[C:5]2[CH:6]=[CH:7][CH:8]=[CH:9][C:4]=2[CH:3]=[C:2]1[C:10]1[C:15]2[CH:16]=[CH:17][O:18][C:14]=2[CH2:13][CH2:12][CH:11]=1. Procedure details: To a mixture of 19.3 g of 4,5,6,7-tetrahydro-4-(2-benzofuryl)-benzofuran-7-ol in 400 mL of toluene was added 100 mg of p-tolenesulfonic acid monohydrate, and the mixture was placed on a Rotovap, and the solvent was distilled in vacuo (60° C.) until a residue was obtained. The residue was chromatographed on silica (hexane/methylene chloride 1.5:1) to afford 15.3 g (86%) of 6,7-dihydro-4-(2-benzofuryl)-benzofuran, (Formula III: R3 =H; ##STR52## R5 =2-benzofuryl) as an orange oil. The reactants are C(CCCCC(=O)O)(=O)O (adipic acid), C(CCCC(=O)O)(=O)O (glutaric acid). Run in C1CCCCC1 (cyclohexane). Yields the product C1(CCCCC1)=O (cyclohexanone), C1(CCCCC1)O (cyclohexanol). Reaction SMILES: [C:1]([OH:10])(=O)[CH2:2][CH2:3][CH2:4][CH2:5][C:6](O)=O.C(O)(=O)CCCC(O)=O>C1CCCCC1>[C:1]1(=[O:10])[CH2:2][CH2:3][CH2:4][CH2:5][CH2:6]1.[CH:1]1([OH:10])[CH2:2][CH2:3][CH2:4][CH2:5][CH2:6]1. Procedure details: Conventionally, 1,6-hexanediol is produced from an organic acid mixture containing adipic acid, hydroxycapronic acid and glutaric acid, wherein the organic acid mixture is by-produced during the production of cyclohexanone and/or cyclohexanol by oxidation of cyclohexane with air. For producing 1,6-hexanediol, the organic acid mixture is subjected to esterification and then to hydrogenation in the presence of a copper catalyst to thereby obtain 1,6-hexanediol, and the obtained 1,6-hexanediol is p... The reactants are CN1N=C2C(C(=C1)O)=CC=CN2C2=CC(=C(C=C2)Cl)Cl (2-Methyl-4-hydroxy-8-(3,4-dichlorophenyl)pyrido[2,3-c]pyridazine), P(=O)(Cl)(Cl)Cl (phosphorous oxychloride), [OH-].[Na+] (NaOH). Product: CN1N=C2C(C(=C1)Cl)=CC=CN2C2=CC(=C(C=C2)Cl)Cl (2-Methyl-4-chloro-8-(3,4-dichlorophenyl)pyrido[2,3-c]pyridazine). Reaction SMILES: [CH3:1][N:2]1[CH:7]=[C:6](O)[C:5]2=[CH:9][CH:10]=[CH:11][N:12]([C:13]3[CH:18]=[CH:17][C:16]([Cl:19])=[C:15]([Cl:20])[CH:14]=3)[C:4]2=[N:3]1.[OH-].[Na+].P(Cl)(Cl)([Cl:25])=O>>[CH3:1][N:2]1[CH:7]=[C:6]([Cl:25])[C:5]2=[CH:9][CH:10]=[CH:11][N:12]([C:13]3[CH:18]=[CH:17][C:16]([Cl:19])=[C:15]([Cl:20])[CH:14]=3)[C:4]2=[N:3]1 |f:1.2|. Reported procedure: Reflux a mixture of 2-methyl-4-hydroxy-8-(3,4-dichlorophenyl)pyrido[2,3-c]pyridazine (3) (3.0 g, 10 mmol) in phosphorous oxychloride (10 mL) for 2 hrs. Cool the reaction mixture, pour onto cracked ice and neutralize the solution with 1N NaOH. Extract the solution with ethyl acetate (2×100 mL) and wash the combined organic layers with brine. Dry the solution (Na2SO4) and evaporate in vacuo to obtain 4.